Dataset: the Open Reaction Database (ORD), a public repository of structured organic reaction records. Task: describe an organic reaction: reactants, conditions, products, and yield Reactants: COC1=CC=C(C=C1)C=1C=2C(C3=C(NC2C=CC1)C=NN3C)=O (8-(4-methoxyphenyl)-1-methyl-1,4-dihydro-9H-pyrazolo[4,3-b]quinolin-9-one), O (water). Run in Br (hydrobromic acid), C(C)(=O)O (acetic acid). Product: OC1=CC=C(C=C1)C=1C=2C(C3=C(NC2C=CC1)C=NN3C)=O (8-(4-HYDROXYPHENYL)-1-METHYL-1,4-DIHYDRO-9H-PYRAZOLO[4,3-b]QUINOLIN-9-ONE). Isolated yield 90.7%. Reaction SMILES: C[O:2][C:3]1[CH:8]=[CH:7][C:6]([C:9]2[C:10]3[C:11](=[O:23])[C:12]4[N:21]([CH3:22])[N:20]=[CH:19][C:13]=4[NH:14][C:15]=3[CH:16]=[CH:17][CH:18]=2)=[CH:5][CH:4]=1.O>Br.C(O)(=O)C>[OH:2][C:3]1[CH:8]=[CH:7][C:6]([C:9]2[C:10]3[C:11](=[O:23])[C:12]4[N:21]([CH3:22])[N:20]=[CH:19][C:13]=4[NH:14][C:15]=3[CH:16]=[CH:17][CH:18]=2)=[CH:5][CH:4]=1. Procedure: A mixture of 8-(4-methoxyphenyl)-1-methyl-1,4-dihydro-9H-pyrazolo[4,3-b]quinolin-9-one (EXAMPLE 38, step 3, 41 mg, 0.14 mmol) in a mixture of 48% hydrobromic acid (1 ml) and acetic acid (1 ml) was refluxed for 7 h. After cooling to room temperature, water was added to the mixture. The formed solid was collected by filtration to give 37 mg (94%) of the title compound as a solid. The reactants are O=CCCCOC(C)=O (acetic acid (4-oxo)butyl ester), [Cl-].C[NH2+]C (dimethylammonium chloride), C=O (formaldehyde). The product is C(=O)C(CCOC(C)=O)=C (Acetic acid (3-formyl)but-3-enyl ester). RXN SMILES: [O:1]=[CH:2][CH2:3][CH2:4][CH2:5][O:6][C:7](=[O:9])[CH3:8].[Cl-].[CH3:11][NH2+]C.C=O>>[CH:2]([C:3](=[CH2:11])[CH2:4][CH2:5][O:6][C:7](=[O:9])[CH3:8])=[O:1] |f:1.2|. Reported procedure: 13.0 g (100 mmol) of acetic acid (4-oxo)butyl ester, 92.0 g (112.6 mmol) of dimethylammonium chloride and 10.8 ml (117 mmol) of 37% formaldehyde solution are heated at 100° for one hour with stirring. The mixture is allowed to cool and is extracted 3 times with 30 ml of diethyl ether each time. The organic phases are combined, washed with saturated sodium chloride solution, dried over magnesium sulfate and concentrated to dryness by evaporation. Acetic acid (3-formyl)but-3-enyl ester is obtained... Reactants: NCCC1=NC(=C2N=CN(C2=N1)[C@@H]1O[C@@H]([C@H]([C@H]1O)O)COC)NCC(C1=CC=CC=C1)C1=CC=CC=C1 ((2R,3R,4S,5R)-2-{2-(2-Aminoethyl)-6-[(2,2-diphenylethyl)amino]-9H-purin-9-yl}-5-(methoxymethyl)tetrahydro-3,4-furandiol), CC(=O)C (acetone), C(C)(=O)O (acetic acid), C(C)(=O)O[BH-](OC(C)=O)OC(C)=O.[Na+] (sodium triacetoxyborohydride). Product: C1(=CC=CC=C1)C(CNC1=C2N=CN(C2=NC(=N1)CCNC(C)C)[C@@H]1O[C@@H]([C@H]([C@H]1O)O)COC)C1=CC=CC=C1 ((2R,3R,4S,5R)-2-{6-[(2,2-diphenylethyl)amino]-2-[2-(isopropylamino)ethyl]-9H-purin-9-yl}-5-(methoxymethyl)tetrahydro-3,4-furandiol). Isolated yield 41.9%. RXN SMILES: [NH2:1][CH2:2][CH2:3][C:4]1[N:12]=[C:11]2[C:7]([N:8]=[CH:9][N:10]2[C@H:13]2[C@H:17]([OH:18])[C@H:16]([OH:19])[C@@H:15]([CH2:20][O:21][CH3:22])[O:14]2)=[C:6]([NH:23][CH2:24][CH:25]([C:32]2[CH:37]=[CH:36][CH:35]=[CH:34][CH:33]=2)[C:26]2[CH:31]=[CH:30][CH:29]=[CH:28][CH:27]=2)[N:5]=1.[CH3:38][C:39]([CH3:41])=O.C(O)(=O)C.C(O[BH-](OC(=O)C)OC(=O)C)(=O)C.[Na+]>>[C:26]1([CH:25]([C:32]2[CH:37]=[CH:36][CH:35]=[CH:34][CH:33]=2)[CH2:24][NH:23][C:6]2[N:5]=[C:4]([CH2:3][CH2:2][NH:1][CH:39]([CH3:41])[CH3:38])[N:12]=[C:11]3[C:7]=2[N:8]=[CH:9][N:10]3[C@H:13]2[C@H:17]([OH:18])[C@H:16]([OH:19])[C@@H:15]([CH2:20][O:21][CH3:22])[O:14]2)[CH:27]=[CH:28][CH:29]=[CH:30][CH:31]=1 |f:3.4|. Procedure: The title compound was prepared by a similar method to example 12 using (2R,3R,4S,5R)-2-{2-(2-aminoethyl)-6-[(2,2-diphenylethyl)amino]-9H-purin-9-yl}-5-(methoxymethyl)tetrahydro-3,4-furandiol (example 11) (120 mg, 0.24 mmol), acetone (14 mg, 0.24 mmol), acetic acid (16 mg, 0.27 mmol) and sodium triacetoxyborohydride (75 mg, 0.35 mmol) to afford the title compound as a solid (55 mg). MS: 547 (MH+). RXN SMILES: [C:1]1([C:7]2[CH:12]=[CH:11][CH:10]=[CH:9][C:8]=2[OH:13])[CH:6]=[CH:5][CH:4]=[CH:3][CH:2]=1.[P:14](Cl)(Cl)[Cl:15].Cl>[Cl-].[Zn+2].[Cl-]>[Cl:15][P:14]1[C:6]2[CH:5]=[CH:4][CH:3]=[CH:2][C:1]=2[C:7]2[CH:12]=[CH:11][CH:10]=[CH:9][C:8]=2[O:13]1 |f:3.4.5|. The product is ClP1OC2=C(C3=C1C=CC=C3)C=CC=C2 (6-chloro-(6H)-dibenz[c,e][1,2]oxaphosphorin). Conditions: temperature 100 celsius. Reported procedure: 700 g (4.12 mol) of o-phenylphenol and 4.1 g of zinc chloride are heated to 180° C. with stirring. 692 g (5.03 mol) of phosphorus trichloride are then added dropwise over 12 hours. Reflux is maintained for a further 5 hours; at the end no further hydrogen chloride is evolved. The excess phosphorus trichloride is distilled off at 120° C. in vacuo, the reaction product is cooled to 100° C. and 966 g of toluene are added. Cooling to room temperature gives a 50% strength solution of 6-chloro-(6H)-di... Reagents/catalysts: [Cl-].[Zn+2].[Cl-] (zinc chloride). Reactants: P(Cl)(Cl)Cl (phosphorus trichloride), C1(=CC=CC=C1)C1=C(C=CC=C1)O (o-phenylphenol), Cl (hydrogen chloride). Reactants: ClC=1C=C(C=CC1)C=1N=C(C2=C(N1)CCCS2(=O)=O)NC2=CC=C(C=C2)CC(=O)O (2-(4-((2-(3-chlorophenyl)-5,5-dioxido-7,8-dihydro-6H-thiopyrano[3,2-d]pyrimidin-4-yl)amino)phenyl)acetic acid), C(CCl)Cl (EDC), C=1C=CC2=C(C1)N=NN2O (HOBT), C(CC)N (n-propylamine). The solvent is C(C)(=O)OCC (ethyl acetate), CN(C)C=O (DMF). Conditions: time 2 day. Product: ClC=1C=C(C=CC1)C=1N=C(C2=C(N1)CCCS2(=O)=O)NC2=CC=C(C=C2)CC(=O)NCCC (2-(4-((2-(3-Chlorophenyl)-5,5-dioxido-7,8-dihydro-6H-thiopyrano[3,2-d]pyrimidin-4-yl)amino)phenyl)-N-propylacetamide). Yield: 83.2%. As a reaction SMILES: [Cl:1][C:2]1[CH:3]=[C:4]([C:8]2[N:9]=[C:10]([NH:20][C:21]3[CH:26]=[CH:25][C:24]([CH2:27][C:28](O)=[O:29])=[CH:23][CH:22]=3)[C:11]3[S:17](=[O:19])(=[O:18])[CH2:16][CH2:15][CH2:14][C:12]=3[N:13]=2)[CH:5]=[CH:6][CH:7]=1.C(Cl)CCl.C1C=[CH:37][C:38]2N(O)N=[N:41][C:39]=2C=1.C(N)CC>CN(C=O)C.C(OCC)(=O)C>[Cl:1][C:2]1[CH:3]=[C:4]([C:8]2[N:9]=[C:10]([NH:20][C:21]3[CH:26]=[CH:25][C:24]([CH2:27][C:28]([NH:41][CH2:39][CH2:38][CH3:37])=[O:29])=[CH:23][CH:22]=3)[C:11]3[S:17](=[O:18])(=[O:19])[CH2:16][CH2:15][CH2:14][C:12]=3[N:13]=2)[CH:5]=[CH:6][CH:7]=1. Procedure details: To a solution of 2-(4-((2-(3-chlorophenyl)-5,5-dioxido-7,8-dihydro-6H-thiopyrano[3,2-d]pyrimidin-4-yl)amino)phenyl)acetic acid (0.125 g, 0.28 mmol) in DMF (5 mL) was added EDC (0.108 g, 0.56 mmol), HOBT (0.076 g, 0.56 mmol) and n-propylamine (0.12 mL, 1.4 mmol). The mixture was stirred at rt for 2 d. After this time, the mixture was diluted with ethyl acetate and then washed with water. The organic layer were dried over anhydrous sodium sulfate, filtered, and the filtrate was concentrated. The r... Reactants: BrC=1SC(=NN1)Br (2,5-dibromo-1,3,4-thiadiazole), C1NCC12CCN(CC2)C(=O)OC(C)(C)C (tert-butyl 2,7-diazaspiro[3.5]nonane-7-carboxylate), CCN(C(C)C)C(C)C (DIPEA). Solvent: O1CCOCC1 (dioxane), O (water). Conditions: temperature 120 celsius. The product is BrC1=NN=C(S1)N1CC2(C1)CCN(CC2)C(=O)OC(C)(C)C (tert-Butyl 2-(5-bromo-1,3,4-thiadiazol-2-yl)-2,7-diazaspiro[3.5]nonane-7-carboxylate). Yield: 87.8%. As a reaction SMILES: [Br:1][C:2]1[S:3][C:4](Br)=[N:5][N:6]=1.[CH2:8]1[C:11]2([CH2:16][CH2:15][N:14]([C:17]([O:19][C:20]([CH3:23])([CH3:22])[CH3:21])=[O:18])[CH2:13][CH2:12]2)[CH2:10][NH:9]1.CCN(C(C)C)C(C)C>O1CCOCC1.O>[Br:1][C:2]1[S:3][C:4]([N:9]2[CH2:8][C:11]3([CH2:12][CH2:13][N:14]([C:17]([O:19][C:20]([CH3:23])([CH3:22])[CH3:21])=[O:18])[CH2:15][CH2:16]3)[CH2:10]2)=[N:5][N:6]=1. Procedure details: A stirred suspension of 2,5-dibromo-1,3,4-thiadiazole (245 mg, 1.004 mmol), tert-butyl 2,7-diazaspiro[3.5]nonane-7-carboxylate (290 mg, 1.105 mmol) and DIPEA (702 μL, 1.02 mmol) in dioxane (2.5 mL) was heated at 120° C. for 1 hour. The reaction mixture was diluted with water (10 mL), extracted with DCM (20 mL), and the organic phase was concentrated onto silica gel. The crude material was purified by flash chromatography using a 24 g silica cartridge running an EtOAc/heptane gradient to afford t... Reactants: CC(=O)NC1=CC=C(C=C1)CCl (4-(methylcarbonylamino)phenylmethyl chloride), C(C)(C)N(C(C)C)CC (N,N-diisopropylethylamine), FC(OC1=CC=C(C=C1)C(C1CCNCC1)(O)C1=CC=C(C=C1)OC(F)(F)F)(F)F (4-[bis(4-trifluoromethoxyphenyl)hydroxymethyl]piperidine). The solvent is CS(=O)C (dimethyl sulfoxide). Reaction conditions: time 18 hour. Yields the product CC(=O)NC1=CC=C(C=C1)CN1CCC(CC1)C(O)(C1=CC=C(C=C1)OC(F)(F)F)C1=CC=C(C=C1)OC(F)(F)F (N-[4-(methylcarbonylamino)phenylmethyl]-4-[bis(4-trifluoromethoxyphenyl)hydroxymethyl]piperidine). The yield is 64.4%. RXN SMILES: [F:1][C:2]([F:30])([F:29])[O:3][C:4]1[CH:9]=[CH:8][C:7]([C:10]([C:18]2[CH:23]=[CH:22][C:21]([O:24][C:25]([F:28])([F:27])[F:26])=[CH:20][CH:19]=2)([OH:17])[CH:11]2[CH2:16][CH2:15][NH:14][CH2:13][CH2:12]2)=[CH:6][CH:5]=1.[CH3:31][C:32]([NH:34][C:35]1[CH:40]=[CH:39][C:38]([CH2:41]Cl)=[CH:37][CH:36]=1)=[O:33].C(N(CC)C(C)C)(C)C>CS(C)=O>[CH3:31][C:32]([NH:34][C:35]1[CH:40]=[CH:39][C:38]([CH2:41][N:14]2[CH2:15][CH2:16][CH:11]([C:10]([C:7]3[CH:6]=[CH:5][C:4]([O:3][C:2]([F:29])([F:1])[F:30])=[CH:9][CH:8]=3)([C:18]3[CH:23]=[CH:22][C:21]([O:24][C:25]([F:28])([F:26])[F:27])=[CH:20][CH:19]=3)[OH:17])[CH2:12][CH2:13]2)=[CH:37][CH:36]=1)=[O:33]. Procedure details: To a stirred solution of 0.4 gram (0.0008 mole) of 4-[bis(4-trifluoromethoxyphenyl)hydroxymethyl]piperidine in 10 mL of dimethyl sulfoxide was added a mixture of 0.2 gram (0.0008 mole) of 4-(methylcarbonylamino)phenylmethyl chloride and 0.6 mL (0.003 mole) of N,N-diisopropylethylamine. Upon completion of addition, the reaction mixture was stirred at ambient temperature for about 18 hours. After this time the reaction mixture was partitioned between an aqueous solution saturated with sodium bicar... The reactants are [BH4-], CO, CC(C)(C)c1cc(SC2CCCCC2=O)cc(C(C)(C)C)c1, Cl, [Na+], O. The product is CC(C)(C)c1cc(SC2CCCCC2O)cc(C(C)(C)C)c1. RXN SMILES: [BH4-:1].[CH3:27][OH:28].[CH3:3][C:4]([CH3:5])([CH3:6])[c:7]1[cH:8][c:9]([S:17][CH:18]2[C:19](=[O:24])[CH2:20][CH2:21][CH2:22][CH2:23]2)[cH:10][c:11]([C:13]([CH3:14])([CH3:15])[CH3:16])[cH:12]1.[ClH:25].[Na+:2].[OH2:26]>>[CH3:3][C:4]([CH3:5])([CH3:6])[c:7]1[cH:8][c:9]([S:17][CH:18]2[CH:19]([OH:24])[CH2:20][CH2:21][CH2:22][CH2:23]2)[cH:10][c:11]([C:13]([CH3:14])([CH3:15])[CH3:16])[cH:12]1. Starting materials: ClCCCCN1C2=NC(=NC(=C2N=C1OC)N)O[C@H](CC)C (9-(4-Chlorobutyl)-8-(methyloxy)-2-{[(1S)-1-methylpropyl]oxy}-9H-purin-6-amine), FC(C(=O)O)(F)F.COC=1N=C2N=C(NC(=C2N1)N)O[C@H](CCCC)C (8-(methyloxy)-2-{[(1S)-1-methylpentyl]oxy}-1H-purin-6-amine trifluoroacetate), BrCCCCCl (1-bromo-4-chlorobutane). Product: ClCCCCN1C2=NC(=NC(=C2N=C1OC)N)O[C@H](CCCC)C (9-(4-Chlorobutyl)-8-(methyloxy)-2-{[(1S)-1-methylpentyl]oxy}-9H-purin-6-amine). RXN SMILES: [Cl:1][CH2:2][CH2:3][CH2:4][CH2:5][N:6]1[C:14]([O:15][CH3:16])=[N:13][C:12]2[C:7]1=[N:8][C:9]([O:18][C@@H:19]([CH3:22])[CH2:20][CH3:21])=[N:10][C:11]=2[NH2:17].F[C:24](F)(F)[C:25](O)=O.COC1N=C2C(N=1)=C(N)NC(O[C@@H](C)CCCC)=N2.BrCCCCCl>>[Cl:1][CH2:2][CH2:3][CH2:4][CH2:5][N:6]1[C:14]([O:15][CH3:16])=[N:13][C:12]2[C:7]1=[N:8][C:9]([O:18][C@@H:19]([CH3:22])[CH2:20][CH2:21][CH2:24][CH3:25])=[N:10][C:11]=2[NH2:17] |f:1.2|. Reported procedure: Prepared similarly to Intermediate 44 from 8-(methyloxy)-2-{[(1S)-1-methylpentyl]oxy}-1H-purin-6-amine trifluoroacetate and 1-bromo-4-chlorobutane.